describe an organic reaction: reactants, conditions, products, and yield From a dataset of the Open Reaction Database (ORD), a public repository of structured organic reaction records. Reaction SMILES: CC1C=CC(S(O[N:12]=[C:13]2[CH2:18][CH2:17][CH:16]([C:19]([O:21][CH2:22][CH3:23])=[O:20])[CH2:15][CH2:14]2)(=O)=O)=CC=1.C(O)(=[O:26])C>>[O:26]=[C:13]1[NH:12][CH2:18][CH2:17][CH:16]([C:19]([O:21][CH2:22][CH3:23])=[O:20])[CH2:15][CH2:14]1. Starting materials: CC1=CC=C(C=C1)S(=O)(=O)ON=C1CCC(CC1)C(=O)OCC (ethyl 4-({[(4-methylphenyl)sulfonyl]oxy}imino)cyclohexanecarboxylate), C(C)(=O)O (acetic acid). Procedure: A solution of ethyl 4-({[(4-methylphenyl)sulfonyl]oxy}imino)cyclohexanecarboxylate (22.0 g) in acetic acid (150 mL) was stirred at room temperature for 1 hr, and the reaction mixture was concentrated under reduced pressure. Saturated aqueous sodium hydrogen carbonate solution was added, and the mixture was extracted with ethyl acetate. The extract was dried over anhydrous sodium sulfate, and the solvent was evaporated under reduced pressure to give the title compound (8.62 g). Yields the product O=C1CCC(CCN1)C(=O)OCC (ethyl 7-oxoazepane-4-carboxylate). Procedure details: To a solution of 5-chloro-1-ethyl-6,7-bis((4-methoxybenzyl)oxy)-4-oxo-1,4-dihydro quinoline-3-carbaldehyde (21.3 g, 34.4 mmol) in 1,2-Dichloroethane (DCE) (200 mL) was added pyrrolidine (3.13 mL, 37.8 mmol) and sodium triacetoxyborohydride (10.93 g, 51.6 mmol). The mixture was stirred at r.t. for 3 h. Then reaction mixture was concentrated, partitioned between DCM and brine, and extracted with DCM twice. The combined organic extracts were dried over sodium sulfate and the solvent was removed in ... Yield: 87.8%. Yields the product ClC1=C2C(C(=CN(C2=CC(=C1OCC1=CC=C(C=C1)OC)OCC1=CC=C(C=C1)OC)CC)CN1CCCC1)=O (5-chloro-1-ethyl-6,7-bis((4-methoxybenzyl)oxy)-3-(pyrrolidin-1-ylmethyl)quinolin-4(1H)-one). Run at time 3 hour. The solvent is ClCCCl (1,2-Dichloroethane). Reaction SMILES: [Cl:1][C:2]1[C:11]([O:12][CH2:13][C:14]2[CH:19]=[CH:18][C:17]([O:20][CH3:21])=[CH:16][CH:15]=2)=[C:10]([O:22][CH2:23][C:24]2[CH:29]=[CH:28][C:27]([O:30][CH3:31])=[CH:26][CH:25]=2)[CH:9]=[C:8]2[C:3]=1[C:4](=[O:36])[C:5]([CH:34]=O)=[CH:6][N:7]2[CH2:32][CH3:33].[NH:37]1[CH2:41][CH2:40][CH2:39][CH2:38]1.C(O[BH-](OC(=O)C)OC(=O)C)(=O)C.[Na+].C(Cl)Cl>ClCCCl>[Cl:1][C:2]1[C:11]([O:12][CH2:13][C:14]2[CH:15]=[CH:16][C:17]([O:20][CH3:21])=[CH:18][CH:19]=2)=[C:10]([O:22][CH2:23][C:24]2[CH:25]=[CH:26][C:27]([O:30][CH3:31])=[CH:28][CH:29]=2)[CH:9]=[C:8]2[C:3]=1[C:4](=[O:36])[C:5]([CH2:34][N:37]1[CH2:41][CH2:40][CH2:39][CH2:38]1)=[CH:6][N:7]2[CH2:32][CH3:33] |f:2.3|. Starting materials: ClC1=C2C(C(=CN(C2=CC(=C1OCC1=CC=C(C=C1)OC)OCC1=CC=C(C=C1)OC)CC)C=O)=O (5-chloro-1-ethyl-6,7-bis((4-methoxybenzyl)oxy)-4-oxo-1,4-dihydro quinoline-3-carbaldehyde), N1CCCC1 (pyrrolidine), C(C)(=O)O[BH-](OC(C)=O)OC(C)=O.[Na+] (sodium triacetoxyborohydride), C(Cl)Cl (DCM).